From a dataset of the Open Reaction Database (ORD), a public repository of structured organic reaction records. describe an organic reaction: reactants, conditions, products, and yield The reactants are C(CCC\C=C/CC=CCC=CCC=CCC=CCC)(=O)O (5,8,11,14,17-cis-eicosapentaenoic acid), [OH-].OCC[N+](C)(C)C (choline hydroxide). The product is C (charcoal), C(CCC\C=C/CC=CCC=CCC=CCC=CCC)(=O)O (EPA). As a reaction SMILES: [C:1]([OH:22])(=[O:21])[CH2:2][CH2:3][CH2:4]/[CH:5]=[CH:6]\[CH2:7][CH:8]=[CH:9][CH2:10][CH:11]=[CH:12][CH2:13][CH:14]=[CH:15][CH2:16][CH:17]=[CH:18][CH2:19][CH3:20].[OH-].OCC[N+](C)(C)C>>[CH4:1].[C:1]([OH:22])(=[O:21])[CH2:2][CH2:3][CH2:4]/[CH:5]=[CH:6]\[CH2:7][CH:8]=[CH:9][CH2:10][CH:11]=[CH:12][CH2:13][CH:14]=[CH:15][CH2:16][CH:17]=[CH:18][CH2:19][CH3:20] |f:1.2|. Reported procedure: 30.2 g of 5,8,11,14,17-cis-eicosapentaenoic acid (EPA, purity >90%) are treated with 12.1 of choline hydroxide according to one of the procedures described in examples 1 to 3. After charcoal treatment EPA choline salt is thus obtained with a nearly theoretical yield. The product is water-soiuble and its physicochemical and analytical characteristics conform to the expected values. The solvent is CN(C=O)C (dimethylformamide). Reaction SMILES: [NH:1]1[CH2:6][CH2:5][CH:4]([N:7]2[C:11]3[CH:12]=[CH:13][CH:14]=[CH:15][C:10]=3[NH:9][C:8]2=[O:16])[CH2:3][CH2:2]1.[CH2:17]=O.[CH:19]1[CH:20]=[C:21]2[C:26]3=[C:27]([C:29]([NH:31][C:32](=[O:33])[C:25]3=[CH:24][CH:23]=[CH:22]2)=[O:30])[CH:28]=1>CN(C)C=O>[O:16]=[C:8]1[N:7]([CH:4]2[CH2:3][CH2:2][N:1]([CH2:17][N:31]3[C:32](=[O:33])[C:25]4[CH:24]=[CH:23][CH:22]=[C:21]5[C:26]=4[C:27](=[CH:28][CH:19]=[CH:20]5)[C:29]3=[O:30])[CH2:6][CH2:5]2)[C:11]2[CH:12]=[CH:13][CH:14]=[CH:15][C:10]=2[NH:9]1. Product: O=C1NC2=C(N1C1CCN(CC1)CN1C(C3=CC=CC=4C3=C(C1=O)C=CC4)=O)C=CC=C2 (2-[1-[4-(2,3-dihydro-2-oxo-1H-benzimidazol-1-yl)-1-piperidinyl]methyl]-1H-benz[de]isoquinoline-1,3(2H)-dione). Reported procedure: An equimolar mixture of 1,3-dihydro-1-(4-piperidinyl)-2H-benzimidazol-2-one, aqueous formaldehyde and 1,8-naphthalimide is suspended in a small amount of dimethylformamide and the mixture is heated until dissolution is complete. The solution is allowed to stand at room temperature and the resulting precipitate is filtered off and dried to yield 2-[1-[4-(2,3-dihydro-2-oxo-1H-benzimidazol-1-yl)-1-piperidinyl]methyl]-1H-benz[de]isoquinoline-1,3(2H)-dione. The reactants are N1CCC(CC1)N1C(NC2=C1C=CC=C2)=O (1,3-dihydro-1-(4-piperidinyl)-2H-benzimidazol-2-one), C=O (formaldehyde), C=1C=C2C=CC=C3C2=C(C1)C(=O)NC3=O (1,8-naphthalimide). Reactants: compound, C(C1=CC=CC=C1)OC1=CC=C(C=O)C=C1 (4-benzyloxybenzaldehyde), C(C1=CC=CC=C1)[C@@H]1N(C(OC1)=O)C(COC1=CC=C(C=C1)F)=O ((S)-4-benzyl-3-[(4-fluorophenoxy)acetyl]oxazolidin-2-one), [O-]S(=O)(=O)C(F)(F)F.C(CCC)[B+]CCCC (dibutylboron triflate). Run in ClCCl (dichloromethane), C(C)N(CC)CC (triethylamine). Product: C(C1=CC=CC=C1)[C@@H]1N(C(OC1)=O)C([C@H]([C@H](O)C1=CC=C(C=C1)OCC1=CC=CC=C1)OC1=CC=C(C=C1)F)=O ((S)-4-Benzyl-3-[(2S,3R)-3-(4-benzyloxyphenyl)-2-(4-fluorophenoxy)-3-hydroxypropionyl]oxazolidin-2-one). RXN SMILES: [CH2:1]([C@H:8]1[CH2:12][O:11][C:10](=[O:13])[N:9]1[C:14](=[O:24])[CH2:15][O:16][C:17]1[CH:22]=[CH:21][C:20]([F:23])=[CH:19][CH:18]=1)[C:2]1[CH:7]=[CH:6][CH:5]=[CH:4][CH:3]=1.[O-]S(C(F)(F)F)(=O)=O.C([B+]CCCC)CCC.[CH2:42]([O:49][C:50]1[CH:57]=[CH:56][C:53]([CH:54]=[O:55])=[CH:52][CH:51]=1)[C:43]1[CH:48]=[CH:47][CH:46]=[CH:45][CH:44]=1>ClCCl.C(N(CC)CC)C>[CH2:1]([C@H:8]1[CH2:12][O:11][C:10](=[O:13])[N:9]1[C:14](=[O:24])[C@@H:15]([O:16][C:17]1[CH:18]=[CH:19][C:20]([F:23])=[CH:21][CH:22]=1)[C@@H:54]([C:53]1[CH:56]=[CH:57][C:50]([O:49][CH2:42][C:43]2[CH:48]=[CH:47][CH:46]=[CH:45][CH:44]=2)=[CH:51][CH:52]=1)[OH:55])[C:2]1[CH:7]=[CH:6][CH:5]=[CH:4][CH:3]=1 |f:1.2|. Procedure: The target compound (2.68 g) was obtained as a foam by carrying out the reaction and the post-treatment according to Reference example 20(b) using (S)-4-benzyl-3-[(4-fluorophenoxy)acetyl]oxazolidin-2-one (1.96 g) obtained from Reference example 22(a), a solution of dibutylboron triflate in dichloromethane (1M, 7.14 ml), triethylamine (1.08 ml) and 4-benzyloxybenzaldehyde (1.39 g). Starting materials: NC1=NC=CC=N1 (2-amino-pyrimidine), ClC1=C(C2=C(OCCO2)C=C1)C(=O)Cl (6-chloro-1,4-benzodioxane-5-carbonyl chloride). Solvent: C(C)C(=O)C (methyl ethyl ketone). Reaction conditions: temperature 10 celsius, time 2 hour. Product: N1=C(N=CC=C1)NC(=O)C1=C(C=CC=2OCCOC21)Cl (N-(2-pyrimidyl)-6-chloro-1,4-benzodioxane-5-carboxamide). Reaction SMILES: [NH2:1][C:2]1[N:7]=[CH:6][CH:5]=[CH:4][N:3]=1.[Cl:8][C:9]1[CH:18]=[CH:17][C:12]2[O:13][CH2:14][CH2:15][O:16][C:11]=2[C:10]=1[C:19](Cl)=[O:20]>C(C(C)=O)C>[N:3]1[CH:4]=[CH:5][CH:6]=[N:7][C:2]=1[NH:1][C:19]([C:10]1[C:11]2[O:16][CH2:15][CH2:14][O:13][C:12]=2[CH:17]=[CH:18][C:9]=1[Cl:8])=[O:20]. Reported procedure: 280 ml of methyl ethyl ketone, 13 g of 2-amino-pyrimidine were put into a 500 ml balloon flask provided with a stirrer and a thermometer. The mixture was cooled to 10° C. and 28 g of ground 6-chloro-1,4-benzodioxane-5-carbonyl chloride was added and stirred for two hours, the temperature being allowed to rise to 20° C. The obtained solid was filtered off, washed with 30 ml of methyl ethyl ketone and then dissolved in 250 ml of boiling water. The solution was treated with 10 ml of 36° Bel caustic... Reactants: O=C([O-])O, CCOCC, CC(=O)OC(C)=O, O=CO, Fc1c(F)c(F)c(OC2(c3ccccc3)CCNCC2)c(F)c1F, [Na+], O. Product: O=CN1CCC(Oc2c(F)c(F)c(F)c(F)c2F)(c2ccccc2)CC1. RXN SMILES: [C:35](=[O:36])([OH:37])[O-:38].[CH3:40][CH2:41][O:42][CH2:43][CH3:44].[CH3:4][C:5]([O:6][C:7](=[O:8])[CH3:9])=[O:10].[CH:1](=[O:2])[OH:3].[F:11][c:12]1[c:13]([O:14][C:15]2([c:21]3[cH:22][cH:23][cH:24][cH:25][cH:26]3)[CH2:16][CH2:17][NH:18][CH2:19][CH2:20]2)[c:27]([F:34])[c:28]([F:33])[c:29]([F:32])[c:30]1[F:31].[Na+:39].[OH2:45]>>[CH:1](=[O:2])[N:18]1[CH2:17][CH2:16][C:15]([O:14][c:13]2[c:12]([F:11])[c:30]([F:31])[c:29]([F:32])[c:28]([F:33])[c:27]2[F:34])([c:21]2[cH:22][cH:23][cH:24][cH:25][cH:26]2)[CH2:20][CH2:19]1. The reactants are C(C)OC(CC1SC2(N(C1=O)CCC1=CC=CC=C1)CCN(CC2)C(=O)OC(C)(C)C)=O (tert-butyl 2-(2-ethoxy-2-oxoethyl)-3-oxo-4-phenethyl-1-thia-4,8-diazaspiro[4.5]decane-8-carboxylate), FC(C(=O)O)(F)F (trifluoroacetic acid). Solvent: C(Cl)Cl (methylene chloride). Conditions: time 30 minute. The product is O=C1C(SC2(N1CCC1=CC=CC=C1)CCNCC2)CC(=O)OCC (ethyl 2-(3-oxo-4-phenethyl-1-thia-4,8-diazaspiro[4.5]decan-2-yl)-acetate). Yield: 50.1%. RXN SMILES: [CH2:1]([O:3][C:4](=[O:32])[CH2:5][CH:6]1[C:10](=[O:11])[N:9]([CH2:12][CH2:13][C:14]2[CH:19]=[CH:18][CH:17]=[CH:16][CH:15]=2)[C:8]2([CH2:24][CH2:23][N:22](C(OC(C)(C)C)=O)[CH2:21][CH2:20]2)[S:7]1)[CH3:2].FC(F)(F)C(O)=O>C(Cl)Cl>[O:11]=[C:10]1[N:9]([CH2:12][CH2:13][C:14]2[CH:19]=[CH:18][CH:17]=[CH:16][CH:15]=2)[C:8]2([CH2:24][CH2:23][NH:22][CH2:21][CH2:20]2)[S:7][CH:6]1[CH2:5][C:4]([O:3][CH2:1][CH3:2])=[O:32]. Procedure details: In 56 ml of methylene chloride was dissolved 18.50 g of tert-butyl 2-(2-ethoxy-2-oxoethyl)-3-oxo-4-phenethyl-1-thia-4,8-diazaspiro[4.5]decane-8-carboxylate. After adding 56 ml of trifluoroacetic acid at 0-5° C., the resulting mixture was stirred at the same temperature as above for 30 minutes and then at ambient temperature for 5 hours. The solvent was distilled off under reduced pressure, the residue was poured into a mixture of ice water and ethyl acetate, pH was adjusted to 8.0 with saturated...